Dataset: the Open Reaction Database (ORD), a public repository of structured organic reaction records. Task: describe an organic reaction: reactants, conditions, products, and yield Starting materials: ClC=1C=CC(=C(C(=O)OC)C1)CC (methyl 5-chloro-2-ethylbenzoate), [N+](=O)(O)[O-] (nitric acid). The solvent is S(O)(O)(=O)=O (sulphuric acid), S(O)(O)(=O)=O (sulphuric acid). Conditions: temperature -5 celsius, time 1 hour. The product is ClC=1C=C(C(=C(C(=O)OC)C1)CC)[N+](=O)[O-] (methyl 5-chloro-2-ethyl-3-nitrobenzoate). Yield: 91.2%. As a reaction SMILES: [Cl:1][C:2]1[CH:3]=[CH:4][C:5]([CH2:12][CH3:13])=[C:6]([CH:11]=1)[C:7]([O:9][CH3:10])=[O:8].[N+:14]([O-])([OH:16])=[O:15]>S(=O)(=O)(O)O>[Cl:1][C:2]1[CH:3]=[C:4]([N+:14]([O-:16])=[O:15])[C:5]([CH2:12][CH3:13])=[C:6]([CH:11]=1)[C:7]([O:9][CH3:10])=[O:8]. Reported procedure: A solution of methyl 5-chloro-2-ethylbenzoate (1.08 g, 5.4 mmol) in concentrated sulphuric acid (7.0 ml) was cooled to −5° C. in an acetone/ice bath. A mixture of 70% nitric acid (0.45 ml, 7.1 mmol) and concentrated sulphuric acid (0.5 ml) was added dropwise to the reaction mixture at −5° C. over 15 minutes. The resulting pale yellow reaction mixture was stirred at −5° C. for 1 hour before being poured onto ice (100 ml) and extracted with CH2Cl2 (3×20 ml). The combined organic phases were washed...